Dataset: the Open Reaction Database (ORD), a public repository of structured organic reaction records. Task: describe an organic reaction: reactants, conditions, products, and yield Starting materials: BrCC=Cc1ccccc1, CN(C)C=O, Cc1nc(Oc2ccccc2)c2nc(C)n(CCO)c2c1C, [H-], [Na+]. Yields the product Cc1nc(Oc2ccccc2)c2nc(C)n(CCOCC=Cc3ccccc3)c2c1C. As a reaction SMILES: [CH2:25]([CH:26]=[CH:27][c:28]1[cH:29][cH:30][cH:31][cH:32][cH:33]1)[Br:34].[CH3:35][N:36]([CH3:37])[CH:38]=[O:39].[CH3:3][c:4]1[n:5]([CH2:22][CH2:23][OH:24])[c:6]2[c:7]([c:8]([O:14][c:15]3[cH:16][cH:17][cH:18][cH:19][cH:20]3)[n:9][c:10]([CH3:13])[c:11]2[CH3:12])[n:21]1.[H-:1].[Na+:2]>>[CH3:3][c:4]1[n:5]([CH2:22][CH2:23][O:24][CH2:25][CH:26]=[CH:27][c:28]2[cH:29][cH:30][cH:31][cH:32][cH:33]2)[c:6]2[c:7]([c:8]([O:14][c:15]3[cH:16][cH:17][cH:18][cH:19][cH:20]3)[n:9][c:10]([CH3:13])[c:11]2[CH3:12])[n:21]1. The reactants are CCCNCCC, ClCCCCOc1ccccc1C=Cc1nc2ccccc2s1. Product: CCCN(CCC)CCCCOc1ccccc1C=Cc1nc2ccccc2s1. Reaction SMILES: [CH2:1]([CH2:2][CH3:3])[NH:4][CH2:5][CH2:6][CH3:7].[Cl:8][CH2:9][CH2:10][CH2:11][CH2:12][O:13][c:14]1[c:15]([CH:20]=[CH:21][c:22]2[s:23][c:24]3[c:25]([n:26]2)[cH:27][cH:28][cH:29][cH:30]3)[cH:16][cH:17][cH:18][cH:19]1>>[CH2:1]([CH2:2][CH3:3])[N:4]([CH2:5][CH2:6][CH3:7])[CH2:9][CH2:10][CH2:11][CH2:12][O:13][c:14]1[c:15]([CH:20]=[CH:21][c:22]2[s:23][c:24]3[c:25]([n:26]2)[cH:27][cH:28][cH:29][cH:30]3)[cH:16][cH:17][cH:18][cH:19]1.